Dataset: the Open Reaction Database (ORD), a public repository of structured organic reaction records. Task: describe an organic reaction: reactants, conditions, products, and yield Conditions: time 5 minute. Yields the product OC=1C=CC2=C(CCCO2)C1CNC1=C(C=C(C=C1)F)F (6-hydroxy-5-(2,4-difluorophenyl)aminomethyl-3, 4-dihydrobenzopyran). Procedure: A mixture of 6-hydroxy-3,4-dihydrobenzopyran-5-carboxaldehyde (299 mg, 1.68 mmol) and 2,4 -difluoroaniline (219 mg, 1.68 mmol) in methanol (8 mL) was heated to reflux for 20 minutes during which time the intermediate Schiff's base crystallized, and, after cooling to room temperature, was collected by filtration and dried. The isolated Schiff's base (175 mg, 36%) was suspended in methanol (8 mL) and sodium borohydride (25 mg, 0.66 mmol) was added. The mixture was stirred at room temperature for 5... Solvent: O (water), CO (methanol). Starting materials: [BH4-].[Na+] (sodium borohydride), OC1=CC=C2C(CCCO2)=C1C=O (6-hydroxy-3,4-dihydrobenzopyran-5-carboxaldehyde), FC1=C(N)C=CC(=C1)F (2,4 -difluoroaniline), Schiff's base, Cl (HCl). RXN SMILES: [OH:1][C:2]1[C:11]([CH:12]=O)=[C:6]2[CH2:7][CH2:8][CH2:9][O:10][C:5]2=[CH:4][CH:3]=1.[F:14][C:15]1[CH:21]=[C:20]([F:22])[CH:19]=[CH:18][C:16]=1[NH2:17].[BH4-].[Na+].Cl>CO.O>[OH:1][C:2]1[CH:3]=[CH:4][C:5]2[O:10][CH2:9][CH2:8][CH2:7][C:6]=2[C:11]=1[CH2:12][NH:17][C:16]1[CH:18]=[CH:19][C:20]([F:22])=[CH:21][C:15]=1[F:14] |f:2.3|. Yield: 34.7%. Reaction conditions: temperature -70 celsius, time 1.5 hour. Run in C1CCOC1 (THF). Reactants: ClC1=C(C=C(C(=C1)Cl)OC)N1CCC(CC1)C(=O)OCC (ethyl 1-(2,4-dichloro-5-methoxyphenyl)piperidine-4-carboxylate), ClCI (chloroiodomethane), C[Li] (methyllithium). Isolated yield 102.5%. Product: ClCC(=O)C1CCN(CC1)C1=C(C=C(C(=C1)OC)Cl)Cl (2-chloro-1-(1-(2,4-dichloro-5-methoxyphenyl)piperidin-4-yl)ethanone). Reaction SMILES: [Cl:1][C:2]1[CH:7]=[C:6]([Cl:8])[C:5]([O:9][CH3:10])=[CH:4][C:3]=1[N:11]1[CH2:16][CH2:15][CH:14]([C:17]([O:19]CC)=O)[CH2:13][CH2:12]1.[Cl:22][CH2:23]I.C[Li]>C1COCC1>[Cl:22][CH2:23][C:17]([CH:14]1[CH2:13][CH2:12][N:11]([C:3]2[CH:4]=[C:5]([O:9][CH3:10])[C:6]([Cl:8])=[CH:7][C:2]=2[Cl:1])[CH2:16][CH2:15]1)=[O:19]. Procedure details: An oven-dried, 50-mL 2-neck round bottom flask containing a stir bar was fitted with an inert gas inlet and a rubber septum and placed under argon. The flask was charged with ethyl 1-(2,4-dichloro-5-methoxyphenyl)piperidine-4-carboxylate (233 mg, 0.701 mmol) and anhydrous THF (5 mL) and chloroiodomethane (0.102 mL, 1.403 mmol). The mixture was cooled to −70° C. (internal temperature). Once at the prescribed temperature, a solution of methyllithium (0.877 mL of 1.6 M in Et2O, 1.403 mmol) was adde... Reactants: OO (H2O2), compound, FC=1C=C(C[C@@H]([C@H](O)[C@@H]2N(C[C@@H](C2)OCC=C)C(=O)OC(C)(C)C)C(=O)N2C(OC[C@@H]2CC2=CC=CC=C2)=O)C=C(C1)F ((2R,4R)-tert-butyl 2-((1S,2S)-2-(3,5-difluorobenzyl)-3-((S)-4-benzyl-2-oxooxazolidin-3-yl)-1-hydroxy-3-oxopropyl)-4-(allyloxy)pyrrolidine-1-carboxylate), FC=1C=C(C[C@H](C(=O)O)[C@H](O)[C@@H]2N(C[C@@H](C2)OCC=C)C(=O)OC(C)(C)C)C=C(C1)F ((2S,3S)-2-(3,5-difluorobenzyl)-3-((2R,4R)-4-(allyloxy)-1-(tert-butoxycarbonyl)pyrrolidin-2-yl)-3-hydroxypropanoic acid), CCN(C(C)C)C(C)C (DIEA), [OH-].[Li+] (lithium hydroxide), FC=1C=C(C[C@H](C(=O)O)[C@H](O[Si](C)(C)C(C)(C)C)[C@@H]2N(C[C@@H](C2)OCC=C)C(=O)OC(C)(C)C)C=C(C1)F ((2S,3S)-2-(3,5-difluorobenzyl)-3-((2R,4R)-4-(allyloxy)-1-(tert-butoxycarbonyl)pyrrolidin-2-yl)-3-(tert-butyldimethylsilyloxy)propanoic acid), O(S(=O)(=O)C(F)(F)F)[Si](C)(C)C(C)(C)C (tert-butyldimethylsilyl triflate). Reagents/catalysts: O (water). The solvent is ClCCl (dichloromethane), C1CCOC1 (THF), CCOCC (ether), O (water). Run at temperature 0 celsius, time 30 minute. Product: C(C=C)O[C@@H]1C[C@@H](N(C1)C(=O)OC(C)(C)C)[C@H]([C@H](CC1=CC(=CC(=C1)F)F)C(=O)OCC1=CC=CC=C1)O[Si](C)(C)C(C)(C)C ((2R,4R)-tert-butyl 4-(allyloxy)-2-((1S,2S)-2-(benzyloxycarbonyl)-1-(tert-butyldimethylsilyloxy)-3-(3,5-difluorophenyl)propyl)pyrrolidine-1-carboxylate). Yield: 62.0%. As a reaction SMILES: F[C:2]1[CH:3]=[C:4]([CH:28]=[C:29](F)[CH:30]=1)[CH2:5][C@@H]([C@@H]([C@H]1C[C@@H](OCC=C)CN1C(OC(C)(C)C)=O)O)C(O)=O.[F:32][C:33]1[CH:34]=[C:35]([CH:66]=[C:67]([F:69])[CH:68]=1)[CH2:36][C@@H:37]([C@@H:41]([C@H:50]1[CH2:54][C@@H:53]([O:55][CH2:56][CH:57]=[CH2:58])[CH2:52][N:51]1[C:59]([O:61][C:62]([CH3:65])([CH3:64])[CH3:63])=[O:60])[O:42][Si:43]([C:46]([CH3:49])([CH3:48])[CH3:47])([CH3:45])[CH3:44])[C:38]([OH:40])=[O:39].FC1C=C(C=C(F)C=1)C[C@H](C(N1[C@@H](CC2C=CC=CC=2)COC1=O)=O)[C@@H]([C@H]1C[C@@H](OCC=C)CN1C(OC(C)(C)C)=O)O.CCN(C(C)C)C(C)C.O([Si](C(C)(C)C)(C)C)S(C(F)(F)F)(=O)=O.OO.[OH-].[Li+]>ClCCl.C1COCC1.O.CCOCC>[CH2:56]([O:55][C@H:53]1[CH2:52][N:51]([C:59]([O:61][C:62]([CH3:65])([CH3:64])[CH3:63])=[O:60])[C@@H:50]([C@@H:41]([O:42][Si:43]([C:46]([CH3:48])([CH3:49])[CH3:47])([CH3:44])[CH3:45])[C@@H:37]([C:38]([O:40][CH2:5][C:4]2[CH:28]=[CH:29][CH:30]=[CH:2][CH:3]=2)=[O:39])[CH2:36][C:35]2[CH:66]=[C:67]([F:69])[CH:68]=[C:33]([F:32])[CH:34]=2)[CH2:54]1)[CH:57]=[CH2:58] |f:6.7|. Procedure: Step O (6): (2S,3S)-2-(3,5-difluorobenzyl)-3-((2R,4R)-4-(allyloxy)-1-(tert-butoxycarbonyl)pyrrolidin-2-yl)-3-(tert-butyldimethylsilyloxy)propanoic acid. The compound of Step O (5), (2R,4R)-tert-butyl 2-((1S,2S)-2-(3,5-difluorobenzyl)-3-((S)-4-benzyl-2-oxooxazolidin-3-yl)-1-hydroxy-3-oxopropyl)-4-(allyloxy)pyrrolidine-1-carboxylate, 6.5 grams, 0.011 mmol) was dissolved in 30 mL of dichloromethane and treated with 5.6 mL (32 mmol) of DIEA, followed by 3.43 g (13.0 mmol) of tert-butyldimethylsilyl ... As a reaction SMILES: [F:1][C:2]1[CH:3]=[N+:4]([O-:8])[CH:5]=[CH:6][CH:7]=1.[N+:9]([O-])([OH:11])=[O:10]>S(=O)(=O)(O)O>[F:1][C:2]1[CH:3]=[N+:4]([O-:8])[CH:5]=[CH:6][C:7]=1[N+:9]([O-:11])=[O:10]. The solvent is OS(=O)(=O)O (H2SO4), S(O)(O)(=O)=O (sulfuric acid). The product is FC=1C=[N+](C=CC1[N+](=O)[O-])[O-] (3-Fluoro-4-nitropyridine N-oxide). Starting materials: FC=1C=[N+](C=CC1)[O-] (3-fluoropyridine N-oxide), [N+](=O)(O)[O-] (nitric acid). Procedure: Concentrated H2SO4 (75 ml) was carefully added to 3-fluoropyridine N-oxide (Preparation 5) (50 g, 0.44 mol), cooled at room temperature by using a water bath. Fuming nitric acid (55 ml) was dissolved in concentrated sulfuric acid (75 ml) and the colourless solution was added drop-wise to the substrate over 15 minutes at room temperature. The yellow mixture was heated for 1.5 hours at 90° C. The mixture was allowed to reach room temperature and slowly poured onto ice (900 g). The aqueous layer wa... Starting materials: BrC1=CN=C(S1)NC(N(C1CCCCC1)C1CCCCC1)=O (3-(5-bromo-thiazol-2-yl)-1,1-dicyclohexyl-urea), SC1=NC=CC=C1 (2-mercaptopyridine). Yields the product C1(CCCCC1)N(C(=O)NC=1SC(=CN1)SC1=NC=CC=C1)C1CCCCC1 (1,1-Dicyclohexyl-3-[5-(pyridin-2-ylsulfanyl)-thiazol-2-yl]-urea). Reaction SMILES: Br[C:2]1[S:6][C:5]([NH:7][C:8](=[O:22])[N:9]([CH:16]2[CH2:21][CH2:20][CH2:19][CH2:18][CH2:17]2)[CH:10]2[CH2:15][CH2:14][CH2:13][CH2:12][CH2:11]2)=[N:4][CH:3]=1.[SH:23][C:24]1[CH:29]=[CH:28][CH:27]=[CH:26][N:25]=1>>[CH:10]1([N:9]([CH:16]2[CH2:21][CH2:20][CH2:19][CH2:18][CH2:17]2)[C:8]([NH:7][C:5]2[S:6][C:2]([S:23][C:24]3[CH:29]=[CH:28][CH:27]=[CH:26][N:25]=3)=[CH:3][N:4]=2)=[O:22])[CH2:15][CH2:14][CH2:13][CH2:12][CH2:11]1. Procedure: Prepared as described in general procedure (E) using 3-(5-bromo-thiazol-2-yl)-1,1-dicyclohexyl-urea and 2-mercaptopyridine. Run in C1=CC=CC=C1 (benzene). Reactants: ClC1=NN(C(=C1)C(=O)O)C (3-chloro-1-methyl-5-pyrazole-carboxylic acid), ( a ), S(=O)(Cl)Cl (thionyl chloride). Reaction SMILES: [Cl:1][C:2]1[CH:6]=[C:5]([C:7](O)=[O:8])[N:4]([CH3:10])[N:3]=1.S(Cl)([Cl:13])=O>C1C=CC=CC=1>[Cl:1][C:2]1[CH:6]=[C:5]([C:7]([Cl:13])=[O:8])[N:4]([CH3:10])[N:3]=1. The product is ClC1=NN(C(=C1)C(=O)Cl)C (3-chloro-1-methyl-5-pyrazolecarbonyl chloride). Reported procedure: 100 g of 3-chloro-1-methyl-5-pyrazole-carboxylic acid (the Compound No. 4.1 (a) of the present invention) were suspended in 200 ml of benzene, and 150 ml of thionyl chloride were added thereto dropwise. Then, the mixture was heat-refluxed for 4 hours. The reaction mixture was allowed to cool, and the solvent was then distilled off under reduced pressure. The resulting residue was distilled under reduced pressure to obtain 103 g of the intended 3-chloro-1-methyl-5-pyrazolecarbonyl chloride.